The task is: describe an organic reaction: reactants, conditions, products, and yield. This data is from the Open Reaction Database (ORD), a public repository of structured organic reaction records. Starting materials: ClC=1C(=C(C(=O)C#N)C=CC1)Cl (dichlorobenzoyl cyanide), C(O)(O)=O.NNC(=N)N (aminoguanidine bicarbonate), [OH-].[K+] (potassium hydroxide). Yields the product NC=1N=NC(=C(N1)N)C1=C(C(=CC=C1)Cl)Cl (3,5-diamino-6-(2,3-dichlorophenyl)-1,2,4-triazine). RXN SMILES: [Cl:1][C:2]1[C:3]([Cl:12])=[C:4]([CH:9]=[CH:10][CH:11]=1)[C:5]([C:7]#[N:8])=O.C(=O)(O)O.[NH2:17][NH:18][C:19]([NH2:21])=[NH:20].[OH-].[K+]>>[NH2:20][C:19]1[N:18]=[N:17][C:5]([C:4]2[CH:9]=[CH:10][CH:11]=[C:2]([Cl:1])[C:3]=2[Cl:12])=[C:7]([NH2:8])[N:21]=1 |f:1.2,3.4|. Procedure details: There is disclosed an improved process for the preparation of 3,5-diamino-6-(2,3-dichlorophenyl)-1,2,4-triazine which process comprises the step of reacting 2,3-dichlorobenzoylchloride with cuprous cyanide in presence of acetonitrile and a cosolvent to produce dichlorobenzoyl cyanide, said dichlorobenzoyl cyanide is reacted with aminoguanidine bicarbonate to produce an intermediate product, which is cyclized in presence of aqueous potassium hydroxide to produce 3,5-diamino-6-(2,3-dichlorophenyl)... RXN SMILES: [CH3:1][C:2](=[O:3])[OH:4].[CH3:28][OH:29].[Cl-:5].[F:7][c:8]1[c:9]([CH2:10][n:11]2[n:12][c:13]([C:20]([O:21][CH3:22])=[NH:23])[c:14]3[c:15]2[n:16][cH:17][cH:18][cH:19]3)[cH:24][cH:25][cH:26][cH:27]1.[NH4+:6]>>[NH2:6][C:20]([c:13]1[n:12][n:11]([CH2:10][c:9]2[c:8]([F:7])[cH:27][cH:26][cH:25][cH:24]2)[c:15]2[c:14]1[cH:19][cH:18][cH:17][n:16]2)=[NH:23]. The reactants are CC(=O)O, CO, [Cl-], COC(=N)c1nn(Cc2ccccc2F)c2ncccc12, [NH4+]. Yields the product N=C(N)c1nn(Cc2ccccc2F)c2ncccc12. Starting materials: C(C1=CC=CC=C1)N1CCN(CC1)C=1C=C(C(=O)OC)C=CC1 (Methyl 3-(4-benzyl-1-piperazinyl)benzoate), C1(=CC=C(C=C1)S(=O)(=O)O)C (p-toluene sulfonic acid). The reagents and catalysts are [Pd] (Pd/C). The solvent is CO (MeOH). Product: N1(CCNCC1)C=1C=C(C(=O)OC)C=CC1.C1(=CC=C(C=C1)S(=O)(=O)O)C (Methyl 3-(1-piperazinyl)benzoate·p-toluene sulfonic acid). The yield is 98.9%. Reaction SMILES: C([N:8]1[CH2:13][CH2:12][N:11]([C:14]2[CH:15]=[C:16]([CH:21]=[CH:22][CH:23]=2)[C:17]([O:19][CH3:20])=[O:18])[CH2:10][CH2:9]1)C1C=CC=CC=1.[C:24]1([CH3:34])[CH:29]=[CH:28][C:27]([S:30]([OH:33])(=[O:32])=[O:31])=[CH:26][CH:25]=1>[Pd].CO>[N:11]1([C:14]2[CH:15]=[C:16]([CH:21]=[CH:22][CH:23]=2)[C:17]([O:19][CH3:20])=[O:18])[CH2:10][CH2:9][NH:8][CH2:13][CH2:12]1.[C:24]1([CH3:34])[CH:25]=[CH:26][C:27]([S:30]([OH:33])(=[O:31])=[O:32])=[CH:28][CH:29]=1 |f:4.5|. Procedure: A mixture of 120c (2.6 g, 8.5 mmol), p-toluene sulfonic acid (1.6 g, 8.5 mmol), 10% Pd/C (0.52 g) and MeOH (40 mL) were shaken on a Parr hydrogenation apparatus at 49 psi of H2. After TLC indicated complete reaction, the catalyst was removed by filtration through a Celite pad, and solvent was evaporated to yield a white solid (3.3 g). IR(KBr): cm-1 3416, 1724. 1H NMR(300 MHz, CDCl3): 8.70 (br, 1H), 7.51-7.28 (m, 6H), 7.12 (d, 2H, J=8 Hz), 4.10 (br, 1H), 3.85 (s, 3H), 3.41-3.24 (m, 8H), 2.29 (s, ... Starting materials: CCSCCOc1cc(C)c(-c2cccc(COc3ccc4c(c3)OCC4CC(=O)O)c2)c(C)c1, CO, [K+], [K+], O, O=S(=O)([O-])O[O-]. Yields the product CCS(=O)(=O)CCOc1cc(C)c(-c2cccc(COc3ccc4c(c3)OCC4CC(=O)O)c2)c(C)c1. RXN SMILES: [CH2:1]([CH3:2])[S:3][CH2:4][CH2:5][O:6][c:7]1[cH:8][c:9]([CH3:35])[c:10](-[c:14]2[cH:15][c:16]([CH2:20][O:21][c:22]3[cH:23][c:24]4[c:25]([cH:33][cH:34]3)[CH:26]([CH2:29][C:30](=[O:31])[OH:32])[CH2:27][O:28]4)[cH:17][cH:18][cH:19]2)[c:11]([CH3:13])[cH:12]1.[CH3:45][OH:46].[K+:42].[K+:43].[OH2:44].[S:36](=[O:37])([O:38][O-:39])([O-:40])=[O:41]>>[CH2:1]([CH3:2])[S:3]([CH2:4][CH2:5][O:6][c:7]1[cH:8][c:9]([CH3:35])[c:10](-[c:14]2[cH:15][c:16]([CH2:20][O:21][c:22]3[cH:23][c:24]4[c:25]([cH:33][cH:34]3)[CH:26]([CH2:29][C:30](=[O:31])[OH:32])[CH2:27][O:28]4)[cH:17][cH:18][cH:19]2)[c:11]([CH3:13])[cH:12]1)(=[O:37])=[O:44].